Dataset: the Open Reaction Database (ORD), a public repository of structured organic reaction records. Task: describe an organic reaction: reactants, conditions, products, and yield Reactants: COC1=CC=C(C=C1)C(=O)C1=CC=C(C=C1)C(C)(C)C (4-t-Butylphenyl 4-methoxyphenyl ketone), C[S-].[Na+] (sodium thiomethoxide). Solvent: CN(C=O)C (N,N-dimethylformamide). The product is OC1=CC=C(C=C1)C(=O)C1=CC=C(C=C1)C(C)(C)C (4-t-Butylphenyl 4-hydroxyphenyl ketone). Isolated yield 97.2%. Reaction SMILES: C[O:2][C:3]1[CH:8]=[CH:7][C:6]([C:9]([C:11]2[CH:16]=[CH:15][C:14]([C:17]([CH3:20])([CH3:19])[CH3:18])=[CH:13][CH:12]=2)=[O:10])=[CH:5][CH:4]=1.C[S-].[Na+]>CN(C)C=O>[OH:2][C:3]1[CH:4]=[CH:5][C:6]([C:9]([C:11]2[CH:12]=[CH:13][C:14]([C:17]([CH3:20])([CH3:19])[CH3:18])=[CH:15][CH:16]=2)=[O:10])=[CH:7][CH:8]=1 |f:1.2|. Reported procedure: 4-t-Butylphenyl 4-methoxyphenyl ketone (862 mg) obtained in Example 29 was dissolved in N,N-dimethylformamide (35 ml), sodium thiomethoxide (562 mg) was added, and the admixture was refluxed for 3 hours under argon. The reaction mixture was partitioned between 10% aqueous phosphoric acid and ethyl acetate. The ethyl acetate layer was then dried with anhydrous magnesium sulfate and the solvent was removed by reduced-pressure distillation to obtain 794 mg of the title compound (yield: 97%). Reactants: C(Cl)Cl (methylene chloride), ClC=1C=C(C=CC1)NC1=NC=CC(=N1)C1=CC(=NC=C1)N1CCNCC1 (N-[3-chloro-phenyl]-4-[2-(1-piperazinyl)-4-pyridyl]-2-pyrimidineamine). The solvent is CO (methanol). Product: ClC=1C=C(C=CC1)NC1=NC=CC(=N1)C1=CC(=NC=C1)Cl (N-[3-chloro-phenyl]-4-(2-chloro-4-pyridyl)-2-pyrimidineamine), N1CCNCC1 (piperazine). As a reaction SMILES: [CH2:1]([Cl:3])Cl.[Cl:4][C:5]1[CH:6]=[C:7]([NH:11][C:12]2[N:17]=[C:16]([C:18]3[CH:23]=C[N:21]=[C:20]([N:24]4[CH2:29][CH2:28][NH:27][CH2:26][CH2:25]4)[CH:19]=3)[CH:15]=[CH:14][N:13]=2)[CH:8]=[CH:9][CH:10]=1>CO>[Cl:4][C:5]1[CH:6]=[C:7]([NH:11][C:12]2[N:17]=[C:16]([C:18]3[CH:19]=[CH:20][N:21]=[C:1]([Cl:3])[CH:23]=3)[CH:15]=[CH:14][N:13]=2)[CH:8]=[CH:9][CH:10]=1.[NH:24]1[CH2:29][CH2:28][NH:27][CH2:26][CH2:25]1. Procedure details: Analogously to Example 1, there is obtained from 100 mg (0.31 mmol) of N-[3-chloro-phenyl]-4-(2-chloro-4-pyridyl)-2-pyrimidineamine and 500 mg (5.63 mmol) of piperazine, from the melt after chromatography (methylene chloride:methanol=95:5), N-[3-chloro-phenyl]-4-[2-(1-piperazinyl)-4-pyridyl]-2-pyrimidineamine;